From a dataset of the Open Reaction Database (ORD), a public repository of structured organic reaction records. describe an organic reaction: reactants, conditions, products, and yield The reactants are CCOC1CCC(N2CCC(N)CC2)CC1, CN(C)C=O, CCN(C(C)C)C(C)C, Cl, Cl, Cc1ccc([N+](=O)[O-])c(F)c1. Yields the product CCOC1CCC(N2CCC(Nc3cc(C)ccc3[N+](=O)[O-])CC2)CC1. RXN SMILES: [CH2:14]([CH3:15])[O:16][CH:17]1[CH2:18][CH2:19][CH:20]([N:23]2[CH2:24][CH2:25][CH:26]([NH2:29])[CH2:27][CH2:28]2)[CH2:21][CH2:22]1.[CH3:39][N:40]([CH3:41])[CH:42]=[O:43].[CH:30]([N:31]([CH:32]([CH3:33])[CH3:34])[CH2:35][CH3:36])([CH3:37])[CH3:38].[ClH:12].[ClH:13].[F:1][c:2]1[c:3]([N+:9](=[O:10])[O-:11])[cH:4][cH:5][c:6]([CH3:8])[cH:7]1>>[c:2]1([NH:29][CH:26]2[CH2:25][CH2:24][N:23]([CH:20]3[CH2:19][CH2:18][CH:17]([O:16][CH2:14][CH3:15])[CH2:22][CH2:21]3)[CH2:28][CH2:27]2)[c:3]([N+:9](=[O:10])[O-:11])[cH:4][cH:5][c:6]([CH3:8])[cH:7]1. Reactants: [H-].[Na+] (sodium hydride), ClC1=NC(=CC(=C1O)I)C(C)O (2-Chloro-3-hydroxy-6-(1-hydroxyethyl)-4-iodo-pyridine), ClCC=C(C)C (1-chloro-3-methyl-2-butene), [I-].[Na+] (sodium iodide). Run in CN(C=O)C (dimethylformamide), C(C)(=O)OCC (ethyl acetate). Run at temperature 0 celsius, time 1 hour. The product is ClC1=NC(=CC(=C1OCC=C(C)C)I)C(C)O (2-chloro-3-(3-methyl-2-butenyloxy)-6-(1-hydroxyethyl)-4-iodo-pyridine). Yield: 87.0%. RXN SMILES: [Cl:1][C:2]1[C:7]([OH:8])=[C:6]([I:9])[CH:5]=[C:4]([CH:10]([OH:12])[CH3:11])[N:3]=1.[H-].[Na+].Cl[CH2:16][CH:17]=[C:18]([CH3:20])[CH3:19].[I-].[Na+]>CN(C)C=O.C(OCC)(=O)C>[Cl:1][C:2]1[C:7]([O:8][CH2:16][CH:17]=[C:18]([CH3:20])[CH3:19])=[C:6]([I:9])[CH:5]=[C:4]([CH:10]([OH:12])[CH3:11])[N:3]=1 |f:1.2,4.5|. Procedure details: 2-Chloro-3-hydroxy-6-(1-hydroxyethyl)-4-iodo-pyridine (2.99 g, 10 mmole) was dissolved in 15 ml dry dimethylformamide in an oven dried 100 ml two neck round bottom flask under nitrogen. The solution was cooled to 0° C., was treated with sodium hydride (400 mg, 10 mmole), and the mixture was stirred 1 h at room temperature. The mixture was treated with 1-chloro-3-methyl-2-butene (1.2 ml, 11 mmole) and sodium iodide (150 mg, 1 mmole) and the reaction mixture was stirred 18 h at room temperature. T... The reactants are CC1([C@H](C[C@@H](N1)C1=CC=C(NC(C)=O)C=C1)C1=CC=NC=C1)C (4'-[trans-5,5-dimethyl-4-(4-pyridyl)-2-pyrrolidinyl]-acetanilide), [OH-].[K+] (potassium hydroxide), Cl (HCl). Solvent: C(C)O (ethanol). The product is Cl.Cl.Cl.NC1=CC=C(C=C1)[C@H]1C[C@@H](C(N1)(C)C)C1=CC=NC=C1 (4-[trans-5-(p-aminophenyl)-2,2-dimethyl-3-pyrrolidinyl]-pyridine trihydrochloride). RXN SMILES: [CH3:1][C:2]1([CH3:23])[NH:6][C@@H:5]([C:7]2[CH:16]=[CH:15][C:10]([NH:11]C(=O)C)=[CH:9][CH:8]=2)[CH2:4][C@@H:3]1[C:17]1[CH:22]=[CH:21][N:20]=[CH:19][CH:18]=1.[OH-].[K+].[ClH:26]>C(O)C>[ClH:26].[ClH:26].[ClH:26].[NH2:11][C:10]1[CH:15]=[CH:16][C:7]([C@@H:5]2[NH:6][C:2]([CH3:23])([CH3:1])[C@@H:3]([C:17]3[CH:18]=[CH:19][N:20]=[CH:21][CH:22]=3)[CH2:4]2)=[CH:8][CH:9]=1 |f:1.2,5.6.7.8|. Reported procedure: 0.18 G. of 4'-[trans-5,5-dimethyl-4-(4-pyridyl)-2-pyrrolidinyl]-acetanilide are treated with a solution of 0.18 g. of potassium hydroxide in 1.8 ml. of ethanol and boiled under reflux for 48 hours. The resulting reaction mixture is then evaporated under reduced pressure and the residue is treated with water and extracted three times with methylene chloride. The organic phase is dried over sodium sulfate and evaporated under reduced pressure. The residue which results is treated with ethereal HCl... Run in C(Cl)Cl (methylene chloride). Yields the product NC1=C(C=NN1C1=NN(C(=C1Cl)OC(F)F)C)[N+](=O)[O-] (5-Amino-1-(4-chloro-1-methyl-5-difluoromethoxy-3-pyrazolyl )-4-nitropyrazole). The reactants are NC1=C(C=NN1C1=NN(C(=C1)OC(F)F)C)[N+](=O)[O-] (5-Amino-4-nitro-1-(1-methyl-5-difluoromethoxy-3-pyrazolyl)pyrazole), S(=O)(=O)(Cl)Cl (sulfuryl chloride). Run at time 10 minute. Procedure: 1.5 g (5.5 mmole) 5-Amino-4-nitro-1-(1-methyl-5-difluoromethoxy-3-pyrazolyl)pyrazole in 30 ml methylene chloride was treated with 0.74 g (5.5 mmole) sulfuryl chloride and the mixture stirred for 10 minutes at room temperature. It was then concentrated and the residue was recrystallised from diisopropyl ether/ethyl acetate. The mother liquor was concentrated and chromatographed (SiO2 /hexane/ethyl acetate 3:1). Reaction SMILES: [NH2:1][C:2]1[N:6]([C:7]2[CH:11]=[C:10]([O:12][CH:13]([F:15])[F:14])[N:9]([CH3:16])[N:8]=2)[N:5]=[CH:4][C:3]=1[N+:17]([O-:19])=[O:18].S(Cl)([Cl:23])(=O)=O>C(Cl)Cl>[NH2:1][C:2]1[N:6]([C:7]2[C:11]([Cl:23])=[C:10]([O:12][CH:13]([F:14])[F:15])[N:9]([CH3:16])[N:8]=2)[N:5]=[CH:4][C:3]=1[N+:17]([O-:19])=[O:18]. Reaction SMILES: [C:43]([O:44][CH2:45][CH3:46])(=[O:47])[CH3:48].[CH3:19][N:20]1[CH2:21][CH2:22][O:23][CH2:24][CH2:25]1.[CH3:1][O:2][c:3]1[cH:4][c:5]([C:11]2([CH2:16][CH2:17][OH:18])[CH2:12][NH:13][CH2:14][CH2:15]2)[cH:6][cH:7][c:8]1[O:9][CH3:10].[CH3:26][O:27][c:28]1[cH:29][c:30]([C:31](=[O:32])[Cl:33])[cH:34][c:35]([O:39][CH3:40])[c:36]1[O:37][CH3:38].[CH3:41][OH:42].[Cl:49][CH2:50][Cl:51]>>[CH3:1][O:2][c:3]1[cH:4][c:5]([C:11]2([CH2:16][CH2:17][OH:18])[CH2:12][N:13]([C:31]([c:30]3[cH:29][c:28]([O:27][CH3:26])[c:36]([O:37][CH3:38])[c:35]([O:39][CH3:40])[cH:34]3)=[O:32])[CH2:14][CH2:15]2)[cH:6][cH:7][c:8]1[O:9][CH3:10]. Product: COc1ccc(C2(CCO)CCN(C(=O)c3cc(OC)c(OC)c(OC)c3)C2)cc1OC. Reactants: CCOC(C)=O, CN1CCOCC1, COc1ccc(C2(CCO)CCNC2)cc1OC, COc1cc(C(=O)Cl)cc(OC)c1OC, CO, ClCCl. Reactants: ClC1=CC=C(C=C1)C(N1C[C@@H](CC1)NC(C1=CN=CC(=C1)Br)=O)C1=CC=C(C=C1)Cl ((3R)-1-[bis-(4-chlorophenyl)methyl]-3-[(5-bromonicotinoyl)-amino]pyrrolidine), C([O-])([O-])=O.[Cs+].[Cs+] (cesium carbonate), [I-].[Na+] (sodium iodide), N1=CC=CC2=CC=C3C=CC=NC3=C12 (phenanthroline). Reagents/catalysts: [Cu](I)I (copper iodide). Run in C1(=CC=CC=C1)C (toluene), C(C)O (ethanol). Run at temperature 100 celsius, time 15 hour. Yields the product ClC1=CC=C(C=C1)C(N1C[C@@H](CC1)NC(C1=CN=CC(=C1)OCC)=O)C1=CC=C(C=C1)Cl ((3R)-1-[bis-(4-chlorophenyl)methyl]-3-[(5-ethoxynicotinoyl)amino]pyrrolidine). The yield is 55.4%. As a reaction SMILES: [Cl:1][C:2]1[CH:7]=[CH:6][C:5]([CH:8]([C:24]2[CH:29]=[CH:28][C:27]([Cl:30])=[CH:26][CH:25]=2)[N:9]2[CH2:13][CH2:12][C@@H:11]([NH:14][C:15](=[O:23])[C:16]3[CH:21]=[C:20](Br)[CH:19]=[N:18][CH:17]=3)[CH2:10]2)=[CH:4][CH:3]=1.[C:31](=[O:34])([O-])[O-].[Cs+].[Cs+].[I-].[Na+].N1C2C(=CC=C3C=2N=CC=C3)C=C[CH:40]=1>C1(C)C=CC=CC=1.[Cu](I)I.C(O)C>[Cl:1][C:2]1[CH:7]=[CH:6][C:5]([CH:8]([C:24]2[CH:29]=[CH:28][C:27]([Cl:30])=[CH:26][CH:25]=2)[N:9]2[CH2:13][CH2:12][C@@H:11]([NH:14][C:15](=[O:23])[C:16]3[CH:21]=[C:20]([O:34][CH2:31][CH3:40])[CH:19]=[N:18][CH:17]=3)[CH2:10]2)=[CH:4][CH:3]=1 |f:1.2.3,4.5|. Reported procedure: To a solution of (3R)-1-[bis-(4-chlorophenyl)methyl]-3-[(5-bromonicotinoyl)-amino]pyrrolidine (50 mg) in toluene was added copper iodide (7 mg), cesium carbonate (15 mg), sodium iodide (15 mg), phenanthroline (14 mg) and ethanol (0.1 mL) and the mixture was stirred at 100° C. for 15 hours. The reaction mixture was evaporated in vacuo and to the residue was added an aqueous saturated sodium hydrogencarbonate solution was added. The mixture was extracted with ethyl acetate and the organic layer wa... Reactants: C(C)(C)C1=CC(=NN1)C1=CC=CC=C1 (5-isopropyl-3-phenyl-1H-pyrazole), [I-].[Na+] (sodium iodide), II (iodine), C([O-])([O-])=O.[K+].[K+] (potassium carbonate). Solvent: C1CCOC1 (THF), O (water). Yields the product IC=1C(=NNC1C(C)C)C1=CC=CC=C1 (4-Iodo-5-isopropyl-3-phenyl-1H-pyrazole). The yield is 39.1%. As a reaction SMILES: [CH:1]([C:4]1[NH:8][N:7]=[C:6]([C:9]2[CH:14]=[CH:13][CH:12]=[CH:11][CH:10]=2)[CH:5]=1)([CH3:3])[CH3:2].[I-:15].[Na+].II.C(=O)([O-])[O-].[K+].[K+]>C1COCC1.O>[I:15][C:5]1[C:6]([C:9]2[CH:14]=[CH:13][CH:12]=[CH:11][CH:10]=2)=[N:7][NH:8][C:4]=1[CH:1]([CH3:3])[CH3:2] |f:1.2,4.5.6|. Procedure: To a solution of 5-isopropyl-3-phenyl-1H-pyrazole (0.64 g, 3.44 mmol) in THF (20 mL) and water (20.00 mL) were added sodium iodide (0.515 g, 3.44 mmol), iodine (1.308 g, 5.15 mmol), and potassium carbonate (0.712 g, 5.15 mmol) at room temperature. The reaction was refluxed for 2 h, cooled to room temperature and quenched with 10% aqueous Na2SO3. The organic solvent was removed under reduced pressure and the aqueous residue was extracted with EtOAc. The organic extract was washed with NaHCO3 solu...